This data is from the Open Reaction Database (ORD), a public repository of structured organic reaction records. The task is: describe an organic reaction: reactants, conditions, products, and yield Starting materials: [N+](=O)([O-])C=1C=NC=CC1N1CCC2=CC=CC=C12 (2,3-dihydro-1-(3-nitro-4-pyridinyl)-1H-indole). Reagents/catalysts: [Pd] (Pd/C). Solvent: C(C)O (ethanol), C(C)O (ethanol). Conditions: time 5 hour. Product: NC=1C=NC=CC1N1CCC2=CC=CC=C12 (1-(3-Amino-4-pyridinyl)-2,3-dihydro-1H-indole). Reaction SMILES: [N+:1]([C:4]1[CH:5]=[N:6][CH:7]=[CH:8][C:9]=1[N:10]1[C:18]2[C:13](=[CH:14][CH:15]=[CH:16][CH:17]=2)[CH2:12][CH2:11]1)([O-])=O>C(O)C.[Pd]>[NH2:1][C:4]1[CH:5]=[N:6][CH:7]=[CH:8][C:9]=1[N:10]1[C:18]2[C:13](=[CH:14][CH:15]=[CH:16][CH:17]=2)[CH2:12][CH2:11]1. Reported procedure: In a 500 ml Parr hydrogenation bottle was suspended 1.0 g of 5% Pd/C in 25 ml ethanol, followed by a suspension of 2,3-dihydro-1-(3-nitro-4-pyridinyl)-1H-indole (4.7 g) in 125 ml ethanol. After shaking at 50 psi H2 at ambient temperature for five hours, the mixture was filtered and the filtrate concentrated to an oil (4.2 g). This oil was eluted on a silica gel column with ethyl acetate via HPLC and the desired fractions were combined and concentrated to give a solid, 4.0 g, m.p. 89-90° C. This ... The reactants are FC=1C=C2C(=C(/C(/C2=CC1)=C/C1=CC=C(C=C1)SC)C)CC(=O)O ((Z)-5-fluoro-2-methyl-1-(4-methylthiobenzylidene)inden-3-ylacetic acid), B (borane), O (Water), B (borane). Solvent: C1CCOC1 (THF), C1CCOC1 (THF). Reaction conditions: time 30 minute. Product: FC=1C=C2C(=C(/C(/C2=CC1)=C/C1=CC=C(C=C1)SC)C)CCO ((Z)-5-Fluoro-3-(2-hydroxyethyl)-2- methyl-1-(4-methylthiobenzylidene)indene). The yield is 76.6%. Reaction SMILES: [F:1][C:2]1[CH:3]=[C:4]2[C:8](=[CH:9][CH:10]=1)/[C:7](=[CH:11]\[C:12]1[CH:17]=[CH:16][C:15]([S:18][CH3:19])=[CH:14][CH:13]=1)/[C:6]([CH3:20])=[C:5]2[CH2:21][C:22](O)=[O:23].B.O>C1COCC1>[F:1][C:2]1[CH:3]=[C:4]2[C:8](=[CH:9][CH:10]=1)/[C:7](=[CH:11]\[C:12]1[CH:17]=[CH:16][C:15]([S:18][CH3:19])=[CH:14][CH:13]=1)/[C:6]([CH3:20])=[C:5]2[CH2:21][CH2:22][OH:23]. Procedure details: To a solution of (Z)-5-fluoro-2-methyl-1-(4-methylthiobenzylidene)inden-3-ylacetic acid (1.70 g, 5 mmol) in THF (25 mL) at 0° C. and under nitrogen atmosphere, there was added a solution of borane (1M) in THF (5.5 mL, 5.5 mmol) and the mixture stirred in the cold for 30 minutes, then at room temperature for 2 hours. More borane was added (2.5 mL) and stirring was continued for 1 hour. Water was added slowly (20 mL), the THF was evaporated and the residue partitioned between water and ethyl aceta...